This data is from the Open Reaction Database (ORD), a public repository of structured organic reaction records. The task is: describe an organic reaction: reactants, conditions, products, and yield Starting materials: [Br-], N#Cc1ccccc1Br, COc1ccc([Mg+])cc1, Cl[Pd]Cl, C1CCOC1, O, c1ccc(P(c2ccccc2)c2ccccc2)cc1. The product is COc1ccc(-c2ccccc2C#N)cc1. As a reaction SMILES: [Br-:1].[Br:11][c:12]1[c:13]([C:14]#[N:15])[cH:16][cH:17][cH:18][cH:19]1.[CH3:2][O:3][c:4]1[cH:5][cH:6][c:7]([Mg+:10])[cH:8][cH:9]1.[Cl:45][Pd:46][Cl:47].[O:40]1[CH2:41][CH2:42][CH2:43][CH2:44]1.[OH2:39].[c:20]1([P:21]([c:22]2[cH:23][cH:24][cH:25][cH:26][cH:27]2)[c:28]2[cH:29][cH:30][cH:31][cH:32][cH:33]2)[cH:34][cH:35][cH:36][cH:37][cH:38]1>>[CH3:2][O:3][c:4]1[cH:5][cH:6][c:7](-[c:12]2[c:13]([C:14]#[N:15])[cH:16][cH:17][cH:18][cH:19]2)[cH:8][cH:9]1. Starting materials: S(=O)(=O)(C)NC1=CC=C(C=CC(=O)OCC)C=C1 (ethyl 4-mesylaminocinnamate), [OH-].[Na+] (sodium hydroxide), S(=O)(=O)(C)N(S(=O)(=O)C)C1=CC=C(C=CC(=O)OCC)C=C1 (ethyl 4-(N,N-dimesylamino)cinnamate), NC1=CC=C(C=CC(=O)OCC)C=C1 (ethyl 4-aminocinnamate), S(=O)(=O)(C)Cl (mesyl chloride), Cl (hydrochloric acid). The solvent is C(C)O (ethanol), O (water), C(Cl)Cl (methylene chloride), C(C)N(CC)CC (triethylamine). Conditions: time 2 hour. Yields the product S(=O)(=O)(C)NC1=CC=C(C=CC(=O)O)C=C1 (4-mesylaminocinnamic acid). RXN SMILES: NC1C=CC(C=CC(OCC)=O)=CC=1.S(Cl)(C)(=O)=O.[S:20]([NH:24][C:25]1[CH:37]=[CH:36][C:28]([CH:29]=[CH:30][C:31]([O:33]CC)=[O:32])=[CH:27][CH:26]=1)([CH3:23])(=[O:22])=[O:21].S(N(C1C=CC(C=CC(OCC)=O)=CC=1)S(C)(=O)=O)(C)(=O)=O.[OH-].[Na+].Cl>C(Cl)Cl.C(O)C.O.C(N(CC)CC)C>[S:20]([NH:24][C:25]1[CH:37]=[CH:36][C:28]([CH:29]=[CH:30][C:31]([OH:33])=[O:32])=[CH:27][CH:26]=1)([CH3:23])(=[O:21])=[O:22] |f:4.5|. Reported procedure: To a solution of ethyl 4-aminocinnamate (150 mg) and triethylamine (94 mg) in methylene chloride (3 ml) was added mesyl chloride (0.08 ml) under ice-cooling under nitrogen atmosphere, and the mixture was stirred at ambient temperature for 2 hours. The reaction mixture was poured into water, and extracted with methylene chloride twice. The combined organic layer was washed with water, dried over magnesium sulfate and concentrated to give a residue including ethyl 4-mesylaminocinnamate and ethyl 4... The reactants are ClC=1C=NC(=C(C(=O)O)C1)COC1=CC(=CC=C1)F (5-Chloro-2-[(3-fluorophenoxy)methyl]nicotinic acid), Cl.N[C@@H](C)C1=CC=C(C(=O)OC)C=C1 (Methyl 4-[(1S)-1-aminoethyl]benzoate hydrochloride). Yields the product ClC=1C=C(C(=NC1)COC1=CC(=CC=C1)F)C(=O)N[C@@H](C)C1=CC=C(C(=O)OC)C=C1 (Methyl 4-{(1S)-1-[({5-chloro-2-[(3-fluorophenoxy)methyl]pyridin-3-yl}carbonyl)amino]ethyl}benzoate). RXN SMILES: [Cl:1][C:2]1[CH:3]=[N:4][C:5]([CH2:11][O:12][C:13]2[CH:18]=[CH:17][CH:16]=[C:15]([F:19])[CH:14]=2)=[C:6]([CH:10]=1)[C:7]([OH:9])=O.Cl.[NH2:21][C@H:22]([C:24]1[CH:33]=[CH:32][C:27]([C:28]([O:30][CH3:31])=[O:29])=[CH:26][CH:25]=1)[CH3:23]>>[Cl:1][C:2]1[CH:10]=[C:6]([C:7]([NH:21][C@H:22]([C:24]2[CH:33]=[CH:32][C:27]([C:28]([O:30][CH3:31])=[O:29])=[CH:26][CH:25]=2)[CH3:23])=[O:9])[C:5]([CH2:11][O:12][C:13]2[CH:18]=[CH:17][CH:16]=[C:15]([F:19])[CH:14]=2)=[N:4][CH:3]=1 |f:1.2|. Procedure: The title compound was prepared according to the procedure described in step 6 of Example 1 from 5-chloro-2-[(3-fluorophenoxy)methyl]nicotinic acid (step 6) and methyl 4-[(1S)-1-aminoethyl]benzoate hydrochloride (step 5 of Example 1): Starting materials: CCO, Cn1nnc(-c2ccc([N+](=O)[O-])cc2)n1. Yields the product Cn1nnc(-c2ccc(N)cc2)n1. As a reaction SMILES: [CH3:16][CH2:17][OH:18].[CH3:1][n:2]1[n:3][c:4](-[c:7]2[cH:8][cH:9][c:10]([N+:13]([O-:14])=[O:15])[cH:11][cH:12]2)[n:5][n:6]1>>[CH3:1][n:2]1[n:3][c:4](-[c:7]2[cH:8][cH:9][c:10]([NH2:13])[cH:11][cH:12]2)[n:5][n:6]1. Reactants: Cc1cc(NCC(C)C)c([N+](=O)[O-])c(Oc2ccccc2)n1, Cc1ccccc1, [H][H]. Product: Cc1cc(NCC(C)C)c(N)c(Oc2ccccc2)n1. Reaction SMILES: [CH3:1][CH:2]([CH2:3][NH:4][c:5]1[c:6]([N+:19]([O-:20])=[O:21])[c:7]([O:12][c:13]2[cH:14][cH:15][cH:16][cH:17][cH:18]2)[n:8][c:9]([CH3:11])[cH:10]1)[CH3:22].[CH3:25][c:26]1[cH:27][cH:28][cH:29][cH:30][cH:31]1.[H:23][H:24]>>[CH3:1][CH:2]([CH2:3][NH:4][c:5]1[c:6]([NH2:19])[c:7]([O:12][c:13]2[cH:14][cH:15][cH:16][cH:17][cH:18]2)[n:8][c:9]([CH3:11])[cH:10]1)[CH3:22].